Dataset: the Open Reaction Database (ORD), a public repository of structured organic reaction records. Task: describe an organic reaction: reactants, conditions, products, and yield Reactants: C1CCOC1, [Cu]I, O=C(NCCO)c1c[nH]c(=O)cc1Nc1ccc(I)cc1F, CN(C)C=O, C#C[Si](C)(C)C. The product is C[Si](C)(C)C#Cc1ccc(Nc2cc(=O)[nH]cc2C(=O)NCCO)c(F)c1. As a reaction SMILES: [CH2:29]1[O:30][CH2:31][CH2:32][CH2:33]1.[Cu:39][I:40].[F:1][c:2]1[c:3]([NH:4][c:5]2[c:6]([C:12](=[O:13])[NH:14][CH2:15][CH2:16][OH:17])[cH:7][nH:8][c:9](=[O:11])[cH:10]2)[cH:18][cH:19][c:20]([I:22])[cH:21]1.[O:34]=[CH:35][N:36]([CH3:37])[CH3:38].[Si:23]([CH3:24])([CH3:25])([CH3:26])[C:27]#[CH:28]>>[F:1][c:2]1[c:3]([NH:4][c:5]2[c:6]([C:12](=[O:13])[NH:14][CH2:15][CH2:16][OH:17])[cH:7][nH:8][c:9](=[O:11])[cH:10]2)[cH:18][cH:19][c:20]([C:28]#[C:27][Si:23]([CH3:24])([CH3:25])[CH3:26])[cH:21]1. Starting materials: C(C1=CC=CC=C1)NC1=CC=C(C=O)C=C1 (4-benzylamino-benzaldehyde), [N+](=O)([O-])C (nitromethane), C(C)(=O)[O-].[NH4+] (ammonium acetate). Run in C(C)(=O)O (acetic acid). Conditions: temperature 100 celsius, time 6 hour. Product: C(C1=CC=CC=C1)NC1=CC=C(C=C1)\C=C\[N+](=O)[O-] (Benzyl-(4-((E)-2-nitro-vinyl)-phenyl)-amine). The yield is 96.6%. Reaction SMILES: [CH2:1]([NH:8][C:9]1[CH:16]=[CH:15][C:12]([CH:13]=O)=[CH:11][CH:10]=1)[C:2]1[CH:7]=[CH:6][CH:5]=[CH:4][CH:3]=1.[N+:17]([CH3:20])([O-:19])=[O:18].C([O-])(=O)C.[NH4+]>C(O)(=O)C>[CH2:1]([NH:8][C:9]1[CH:16]=[CH:15][C:12](/[CH:13]=[CH:20]/[N+:17]([O-:19])=[O:18])=[CH:11][CH:10]=1)[C:2]1[CH:7]=[CH:6][CH:5]=[CH:4][CH:3]=1 |f:2.3|. Procedure: A mixture of 4-benzylamino-benzaldehyde (5 g, 23.7 mmol) described in Manufacturing Example 68-1-1, nitromethane (2.55 mL, 47.7 mmol), ammonium acetate (2.74 g, 35.6 mmol) and acetic acid (50 mL) was stirred for 6 hours at 100° C. This mixture was cooled to room temperature, concentrated under a reduced pressure, and diluted with ethyl acetate. The organic layer was washed with saturated aqueous sodium chloride, dried over anhydrous magnesium sulfate, and filtered. The filtrate was concentrated ... Reactants: C1(=CC=CC=C1)N1N=C2C(=CNC=3C=CC(=NC23)N2CCNCC2)C1=O (2-Phenyl-8-(piperazin-1-yl)-2,5-dihydro-pyrazolo[4,3-c][1,5]naphthyridin-3-one), N1CCOCC1 (morpholine). The product is N1(CCOCC1)C1=NC=CC=2C=3C(=CNC12)C(N(N3)C3=CC=CC=C3)=O (6-(Morpholin-4-yl)-2-phenyl-2,5-dihydro-pyrazolo[4,3-c][1,7]naphthyridin-3-one). Reaction SMILES: [C:1]1([N:7]2[C:25](=[O:26])[C:10]3=[CH:11][NH:12][C:13]4[CH:14]=[CH:15][C:16](N5CCNCC5)=[N:17][C:18]=4[C:9]3=[N:8]2)[CH:6]=[CH:5][CH:4]=[CH:3][CH:2]=1.[NH:27]1[CH2:32][CH2:31][O:30][CH2:29][CH2:28]1>>[N:27]1([C:18]2[C:13]3[NH:12][CH:11]=[C:10]4[C:25](=[O:26])[N:7]([C:1]5[CH:2]=[CH:3][CH:4]=[CH:5][CH:6]=5)[N:8]=[C:9]4[C:14]=3[CH:15]=[CH:16][N:17]=2)[CH2:32][CH2:31][O:30][CH2:29][CH2:28]1. Procedure details: The title compound was prepared following the procedure described in Step 4 for synthesis for 6a using 16 and morpholine. 1H-NMR (DMSO-d6) δ (ppm): 3.17 (4H, brm), 3.87 (4H, brm), 7.15 (1H, m), 7.43 (2H, m), 7.76 (1H, d, J=5.5 Hz), 8.17 (2H, d, J=8.8 Hz), 8.33 (1H, d, J=5.2 Hz), 8.44 (1H, s). m/z 348.1 (MH+). Reactants: CON=CC1=C(C=C(C(=C1)N)Cl)Cl (5-amino-2,4-dichlorobenzaldehyde (O-methyl)oxime), C1(C2=C(C(=O)O1)CCCC2)=O (3,4,5,6-tetrahydrophthalic anhydride), O (water). The solvent is C(C)(=O)O (acetic acid). Conditions: time 15 hour. Product: CON=CC1=C(C=C(C(=C1)N1C(C=2CCCCC2C1=O)=O)Cl)Cl (2,4-Dichloro-5-(1,3,4,5,6,7-hexahydro-1,3-dioxo-2H-isoindol-2-yl) benzaldehyde (O-methyl)oxime). As a reaction SMILES: [CH3:1][O:2][N:3]=[CH:4][C:5]1[CH:10]=[C:9]([NH2:11])[C:8]([Cl:12])=[CH:7][C:6]=1[Cl:13].[C:14]1(=O)[O:19][C:17](=[O:18])[C:16]2[CH2:20][CH2:21][CH2:22][CH2:23][C:15]1=2.O>C(O)(=O)C>[CH3:1][O:2][N:3]=[CH:4][C:5]1[CH:10]=[C:9]([N:11]2[C:17](=[O:18])[C:16]3[CH2:20][CH2:21][CH2:22][CH2:23][C:15]=3[C:14]2=[O:19])[C:8]([Cl:12])=[CH:7][C:6]=1[Cl:13]. Procedure: 18 g (82 mmol) of 5-amino-2,4-dichlorobenzaldehyde (O-methyl)oxime were added to a solution of 12.5 g (82 mmol) of 3,4,5,6-tetrahydrophthalic anhydride in 300 ml of acetic acid, whereupon the mixture was stirred for 15 hours at reflux temperature. The reaction mixture was subsequently poured into 1 l water. The product was then extracted with 300 ml of methyl tert-butyl ether. The extract was washed with saturated aqueous sodium hydrogen carbonate solution, dried over magnesium sulfate and final... Reactants: OCC1OCCC2=C3C(=CC=C12)C(OC3)=O (6-(Hydroxymethyl)-8,9-dihydro-1H-furo[3,4-f]isochromen-3(6H)-one), C1(=CC=C(C=C1)S(=O)(=O)Cl)C (p-Toluenesulfonyl chloride), N1=CC=CC=C1 (pyridine), hexanes EtOAc. Run in C(Cl)Cl (DCM), ClCCl (dichloromethane). Conditions: time 12 hour. Yields the product O=C1OCC2=C3CCOC(C3=CC=C21)COS(=O)(=O)C2=CC=C(C=C2)C ((3-oxo-3,6,8,9-tetrahydro-1H-furo[3,4-f]isochromen-6-yl)methyl-4-methylbenzenesulfonate), hexanes EtOAc. RXN SMILES: [OH:1][CH2:2][CH:3]1[C:12]2[C:7](=[C:8]3[CH2:15][O:14][C:13](=[O:16])[C:9]3=[CH:10][CH:11]=2)[CH2:6][CH2:5][O:4]1.[C:17]1([CH3:27])[CH:22]=[CH:21][C:20]([S:23](Cl)(=[O:25])=[O:24])=[CH:19][CH:18]=1.N1C=CC=CC=1>C(Cl)Cl>[O:16]=[C:13]1[C:9]2[C:8](=[C:7]3[C:12](=[CH:11][CH:10]=2)[CH:3]([CH2:2][O:1][S:23]([C:20]2[CH:21]=[CH:22][C:17]([CH3:27])=[CH:18][CH:19]=2)(=[O:25])=[O:24])[O:4][CH2:5][CH2:6]3)[CH2:15][O:14]1. Procedure: 6-(Hydroxymethyl)-8,9-dihydro-1H-furo[3,4-f]isochromen-3(6H)-one, in DCM (10 mL) was treated with p-Toluenesulfonyl chloride (0.40 g, 2.3 mmol); to the mixture was added pyridine (2 mL) and the resulting mixture stirred at room temperature for 12 h. TLC (hexanes/EtOAc=1/0.5) and LC indicated the consumption of starting material and formation of the desired product. Reaction mixture was treated with dichloromethane and washed with NaCl, water and dried over Na2SO4, filtered and concentrated to dr...